From a dataset of the Open Reaction Database (ORD), a public repository of structured organic reaction records. describe an organic reaction: reactants, conditions, products, and yield Reactants: C(=O)C1=C(C(OC)C2=CN(CS2)C)C=CC=C1 (5-(2-formyl-α-methoxybenzyl)-3-methylthiazole), Cl.NO (hydroxylamine hydrochloride), N1=CC=CC=C1 (pyridine), Cl (hydrochloric acid). Solvent: CO (methanol). Product: ON=CC1=C(C(OC)C2=CN(CS2)C)C=CC=C1 (5-(2-hydroxyiminomethyl-α-methoxybenzyl)-3-methylthiazole). The yield is 75.7%. As a reaction SMILES: [CH:1]([C:3]1[CH:17]=[CH:16][CH:15]=[CH:14][C:4]=1[CH:5]([C:8]1[S:12][CH2:11][N:10]([CH3:13])[CH:9]=1)[O:6][CH3:7])=O.Cl.[NH2:19][OH:20].N1C=CC=CC=1.Cl>CO>[OH:20][N:19]=[CH:1][C:3]1[CH:17]=[CH:16][CH:15]=[CH:14][C:4]=1[CH:5]([C:8]1[S:12][CH2:11][N:10]([CH3:13])[CH:9]=1)[O:6][CH3:7] |f:1.2|. Reported procedure: To 1.39 g (6 mmol) of 5-(2-formyl-α-methoxybenzyl)-3-methylthiazole in 12 ml of methanol was added 0.83 g (12 mmol) of hydroxylamine hydrochloride and 1.07 ml (13.2 mmol) of pyridine and stirred under reflux for 2 hours. After completion of the reaction, 200 ml of 0.1N hydrochloric acid was added and extracted twice with 100 ml of dichloromethane. The dichloromethane layer was dried over anhydrous magnesium and concentrated under reduced pressure. The residue was purified by column chromatograph...